From a dataset of the Open Reaction Database (ORD), a public repository of structured organic reaction records. describe an organic reaction: reactants, conditions, products, and yield The product is COC(=O)CCc1ccc(OC2CCc3ccccc32)cc1. As a reaction SMILES: [CH2:42]([P:43]([CH2:44][CH2:45][CH2:46][CH3:47])[CH2:48][CH2:49][CH2:50][CH3:51])[CH2:52][CH2:53][CH3:54].[CH:14]1([OH:23])[CH2:15][CH2:16][c:17]2[cH:18][cH:19][cH:20][cH:21][c:22]21.[N:24]([C:25]([N:26]1[CH2:27][CH2:28][CH2:29][CH2:30][CH2:31]1)=[O:32])=[N:33][C:34]([N:35]1[CH2:36][CH2:37][CH2:38][CH2:39][CH2:40]1)=[O:41].[O:55]1[CH2:56][CH2:57][CH2:58][CH2:59]1.[OH2:60].[OH:1][c:2]1[cH:3][cH:4][c:5]([CH2:8][CH2:9][C:10](=[O:11])[O:12][CH3:13])[cH:6][cH:7]1>>[O:1]([c:2]1[cH:3][cH:4][c:5]([CH2:8][CH2:9][C:10](=[O:11])[O:12][CH3:13])[cH:6][cH:7]1)[CH:14]1[CH2:15][CH2:16][c:17]2[cH:18][cH:19][cH:20][cH:21][c:22]21. The reactants are CCCCP(CCCC)CCCC, OC1CCc2ccccc21, O=C(N=NC(=O)N1CCCCC1)N1CCCCC1, C1CCOC1, O, COC(=O)CCc1ccc(O)cc1. As a reaction SMILES: [CH2:1]([c:2]1[cH:3][cH:4][cH:5][cH:6][cH:7]1)[O:8][C:9](=[O:10])[NH:11][c:12]1[cH:13][c:14]([CH2:18][C:19](=[O:20])[O:21][CH2:22][CH3:23])[cH:15][cH:16][cH:17]1.[CH2:30]1[O:31][CH2:32][CH2:33][CH2:34]1.[CH3:24][CH2:25][OH:26].[ClH:29].[Li+:28].[OH-:27].[OH2:35]>>[CH2:1]([c:2]1[cH:3][cH:4][cH:5][cH:6][cH:7]1)[O:8][C:9](=[O:10])[NH:11][c:12]1[cH:13][c:14]([CH2:18][C:19](=[O:20])[OH:21])[cH:15][cH:16][cH:17]1. Reactants: CCOC(=O)Cc1cccc(NC(=O)OCc2ccccc2)c1, C1CCOC1, CCO, Cl, [Li+], [OH-], O. The product is O=C(O)Cc1cccc(NC(=O)OCc2ccccc2)c1. The reactants are CCOC(=O)c1ccccc1Nc1nc(Nc2cccc(N3CCN(C)CC3)c2)ncc1Cl, CC(N)CO. Product: CC(CO)NC(=O)c1ccccc1Nc1nc(Nc2cccc(N3CCN(C)CC3)c2)ncc1Cl. RXN SMILES: [Cl:1][c:2]1[c:3]([NH:22][c:23]2[c:24]([C:25](=[O:26])[O:27][CH2:28][CH3:29])[cH:30][cH:31][cH:32][cH:33]2)[n:4][c:5]([NH:8][c:9]2[cH:10][c:11]([N:15]3[CH2:16][CH2:17][N:18]([CH3:21])[CH2:19][CH2:20]3)[cH:12][cH:13][cH:14]2)[n:6][cH:7]1.[NH2:34][CH:35]([CH2:36][OH:37])[CH3:38]>>[Cl:1][c:2]1[c:3]([NH:22][c:23]2[c:24]([C:25](=[O:26])[NH:34][CH:35]([CH2:36][OH:37])[CH3:38])[cH:30][cH:31][cH:32][cH:33]2)[n:4][c:5]([NH:8][c:9]2[cH:10][c:11]([N:15]3[CH2:16][CH2:17][N:18]([CH3:21])[CH2:19][CH2:20]3)[cH:12][cH:13][cH:14]2)[n:6][cH:7]1.